From a dataset of the Open Reaction Database (ORD), a public repository of structured organic reaction records. describe an organic reaction: reactants, conditions, products, and yield Reactants: CCC(Oc1ccc(-c2ccc(OCCNC(C)C(O)c3ccc(OCc4ccccc4)c(NS(C)(=O)=O)c3)cc2)cc1)C(=O)[O-], Cl, [Na+], C1CCOC1, [OH-]. The product is CC(NCCOc1ccc(-c2ccc(OCC(=O)O)cc2)cc1)C(O)c1ccc(OCc2ccccc2)c(NS(C)(=O)=O)c1. RXN SMILES: [CH2:1]([CH3:2])[CH:3]([C:4](=[O:5])[O-:6])[O:7][c:8]1[cH:9][cH:10][c:11](-[c:14]2[cH:15][cH:16][c:17]([O:20][CH2:21][CH2:22][NH:23][CH:24]([CH:25]([OH:26])[c:27]3[cH:28][c:29]([NH:41][S:42](=[O:43])(=[O:44])[CH3:45])[c:30]([O:33][CH2:34][c:35]4[cH:36][cH:37][cH:38][cH:39][cH:40]4)[cH:31][cH:32]3)[CH3:46])[cH:18][cH:19]2)[cH:12][cH:13]1.[ClH:49].[Na+:48].[O:50]1[CH2:51][CH2:52][CH2:53][CH2:54]1.[OH-:47]>>[CH2:3]([C:4](=[O:5])[OH:6])[O:7][c:8]1[cH:9][cH:10][c:11](-[c:14]2[cH:15][cH:16][c:17]([O:20][CH2:21][CH2:22][NH:23][CH:24]([CH:25]([OH:26])[c:27]3[cH:28][c:29]([NH:41][S:42](=[O:43])(=[O:44])[CH3:45])[c:30]([O:33][CH2:34][c:35]4[cH:36][cH:37][cH:38][cH:39][cH:40]4)[cH:31][cH:32]3)[CH3:46])[cH:18][cH:19]2)[cH:12][cH:13]1. The reactants are [BH3-]C#N, CC(=O)[O-], CO, [NH4+], [Na+], O, CCC(NC(=O)c1c(CN2CCC(=O)CC2)c(-c2ccccc2)nc2ccccc12)c1ccccc1. Product: CCC(NC(=O)c1c(CN2CCC(N)CC2)c(-c2ccccc2)nc2ccccc12)c1ccccc1. RXN SMILES: [C:42](#[N:43])[BH3-:44].[CH3:38][C:39](=[O:40])[O-:41].[CH3:46][OH:47].[NH4+:37].[Na+:45].[OH2:48].[c:1]1([CH:7]([CH2:8][CH3:9])[NH:10][C:11](=[O:12])[c:13]2[c:14]([CH2:29][N:30]3[CH2:31][CH2:32][C:33](=[O:36])[CH2:34][CH2:35]3)[c:15](-[c:23]3[cH:24][cH:25][cH:26][cH:27][cH:28]3)[n:16][c:17]3[cH:18][cH:19][cH:20][cH:21][c:22]23)[cH:2][cH:3][cH:4][cH:5][cH:6]1>>[c:1]1([CH:7]([CH2:8][CH3:9])[NH:10][C:11](=[O:12])[c:13]2[c:14]([CH2:29][N:30]3[CH2:31][CH2:32][CH:33]([NH2:43])[CH2:34][CH2:35]3)[c:15](-[c:23]3[cH:24][cH:25][cH:26][cH:27][cH:28]3)[n:16][c:17]3[cH:18][cH:19][cH:20][cH:21][c:22]23)[cH:2][cH:3][cH:4][cH:5][cH:6]1.